describe an organic reaction: reactants, conditions, products, and yield From a dataset of the Open Reaction Database (ORD), a public repository of structured organic reaction records. The reactants are magnesium salt, CN(C=O)C (N,N-dimethylformamide), Cl (hydrochloric acid), C1(CC1)C(=O)O (cyclopropane-carboxylic acid), CN(C=O)C (dimethylformamide), C(=O)(N1C=NC=C1)N1C=NC=C1 (Carbonyldiimidazole), O (water). Conditions: time 1.5 hour. Product: C1(CC1)C(CC(C)=O)=O (1-Cyclopropyl-1,3-butanedione). Isolated yield 24.0%. RXN SMILES: [CH:1]1([C:4]([OH:6])=O)[CH2:3][CH2:2]1.C(N1[CH:18]=[CH:17]N=C1)(N1C=CN=C1)=O.Cl.[OH2:20].[CH3:21]N(C)C=O>>[CH:1]1([C:4](=[O:6])[CH2:21][C:17](=[O:20])[CH3:18])[CH2:3][CH2:2]1. Procedure: Magnesium turnings (3.04 g, 125 mmol), suspended in methanol (145 ml), were heated to reflux under nitrogen for 1 hour, then cooled to room temperature and the β-keto acid from Preparation 2 (25.5 g, 250 mmol) dissolved in methanol (25 ml) was added dropwise, with ice-cooling. The reaction mixture was stirred for 1 hour, at room temperature, and then the solvent was removed under reduced pressure to give the magnesium salt of the acid. Meanwhile, cyclopropane-carboxylic acid (9.91 ml, 125 mmol) ...